This data is from the Open Reaction Database (ORD), a public repository of structured organic reaction records. The task is: describe an organic reaction: reactants, conditions, products, and yield Reactants: CO, [Na+], [OH-], COC(=O)CNC(=O)c1cccs1. Yields the product [Na+], O=C([O-])CNC(=O)c1cccs1. As a reaction SMILES: [CH3:16][OH:17].[Na+:15].[OH-:14].[c:1]1([C:6](=[O:7])[NH:8][CH2:9][C:10](=[O:11])[O:12][CH3:13])[cH:2][cH:3][cH:4][s:5]1>>[Na+:15].[c:1]1([C:6](=[O:7])[NH:8][CH2:9][C:10](=[O:11])[O-:12])[cH:2][cH:3][cH:4][s:5]1. Reactants: BrC1CN(CC1)CC1=CC=CC=C1 (3-bromo-1-benzyl-pyrrolidine), C1(=CC=CC=C1)S (thiophenol), [NH2-].[Na+] (sodamide). The solvent is O (water), CS(=O)C (dimethylsulfoxide), CS(=O)C (dimethylsulfoxide). Reaction conditions: temperature 40 celsius, time 1 hour. Yields the product C(C1=CC=CC=C1)N1CC(CC1)SC1=CC=CC=C1 (1-Benzyl-3-(phenylthio)pyrrolidine). The yield is 727.5%. RXN SMILES: [C:1]1([SH:7])[CH:6]=[CH:5][CH:4]=[CH:3][CH:2]=1.[NH2-].[Na+].Br[CH:11]1[CH2:15][CH2:14][N:13]([CH2:16][C:17]2[CH:22]=[CH:21][CH:20]=[CH:19][CH:18]=2)[CH2:12]1>CS(C)=O.O>[CH2:16]([N:13]1[CH2:14][CH2:15][CH:11]([S:7][C:1]2[CH:6]=[CH:5][CH:4]=[CH:3][CH:2]=2)[CH2:12]1)[C:17]1[CH:22]=[CH:21][CH:20]=[CH:19][CH:18]=1 |f:1.2|. Procedure details: A solution of 55 g (0.5 mole) of thiophenol in 50 ml of dimethylsulfoxide was added dropwise with stirring to 250 ml of dimethylsulfoxide containing 21.5 g (0.55 mole) of sodamide. After stirring the mixture at 40° C. for 1 hr, 120 g (0.05 mole) of 3-bromo-1-benzyl-pyrrolidine (slightly exothermic) was added dropwise. The solution was stirred at 60° C. for 1 hr, diluted with 500 ml of water and extracted with isopropyl ether. The ether phase was dried over sodium sulfate and concentrated, and th... The reactants are BrC1=CC=C(C=C1)CC(C)(C)C(=O)OC (1-bromo-4-(2-methoxycarbonyl-2-methylpropyl)benzene), [OH-].[Na+] (sodium hydroxide). Solvent: CO (methanol). The product is BrC1=CC=C(C=C1)CC(C)(C)C(=O)O (1-bromo-4-(2-carboxy-2-methylpropyl)benzene). Yield: 82.6%. Reaction SMILES: [Br:1][C:2]1[CH:7]=[CH:6][C:5]([CH2:8][C:9]([C:12]([O:14]C)=[O:13])([CH3:11])[CH3:10])=[CH:4][CH:3]=1.[OH-].[Na+]>CO>[Br:1][C:2]1[CH:3]=[CH:4][C:5]([CH2:8][C:9]([C:12]([OH:14])=[O:13])([CH3:11])[CH3:10])=[CH:6][CH:7]=1 |f:1.2|. Reported procedure: 1-bromo-4-(2-methoxycarbonyl-2-methylpropyl)benzene (7.79g) was dissolved in methanol (60 ml) and 2M aqueous sodium hydroxide solution (30 ml) was added. The solution was heated to reflux for 2 hours then cooled. The volume was reduced to ~25 ml by evaporation and the residue extracted with ethyl acetate (15 ml) then acidified with 2M hydrochloric acid and re-extracted with ethyl acetate (3×25 ml). The combined organic extract of the acidified aqueous phase was dried (MgSO4) and evaporated to gi... The reactants are CCS(=O)(=O)N1CCC(c2c[nH]c3c(C(N)=O)cc(Br)cc23)CC1, CC(C)CCNCc1ccc(B(O)O)s1, [K+], [K+], O=C([O-])[O-], c1ccc(P(c2ccccc2)(c2ccccc2)[Pd](P(c2ccccc2)(c2ccccc2)c2ccccc2)(P(c2ccccc2)(c2ccccc2)c2ccccc2)P(c2ccccc2)(c2ccccc2)c2ccccc2)cc1. Product: CCS(=O)(=O)N1CCC(c2c[nH]c3c(C(N)=O)cc(-c4ccc(CNCCC(C)C)s4)cc23)CC1. As a reaction SMILES: [Br:16][c:17]1[cH:18][c:19]2[c:20]([CH:29]3[CH2:30][CH2:31][N:32]([S:35](=[O:36])(=[O:37])[CH2:38][CH3:39])[CH2:33][CH2:34]3)[cH:21][nH:22][c:23]2[c:24]([C:26](=[O:27])[NH2:28])[cH:25]1.[CH3:1][CH:2]([CH2:3][CH2:4][NH:5][CH2:6][c:7]1[cH:8][cH:9][c:10]([B:12]([OH:13])[OH:14])[s:11]1)[CH3:15].[K+:40].[K+:41].[O-:42][C:43]([O-:44])=[O:45].[cH:46]1[cH:47][cH:48][c:49]([P:50]([Pd:51]([P:52]([c:53]2[cH:54][cH:55][cH:56][cH:57][cH:58]2)([c:59]2[cH:60][cH:61][cH:62][cH:63][cH:64]2)[c:65]2[cH:66][cH:67][cH:68][cH:69][cH:70]2)([P:71]([c:72]2[cH:73][cH:74][cH:75][cH:76][cH:77]2)([c:78]2[cH:79][cH:80][cH:81][cH:82][cH:83]2)[c:84]2[cH:85][cH:86][cH:87][cH:88][cH:89]2)[P:90]([c:91]2[cH:92][cH:93][cH:94][cH:95][cH:96]2)([c:97]2[cH:98][cH:99][cH:100][cH:101][cH:102]2)[c:103]2[cH:104][cH:105][cH:106][cH:107][cH:108]2)([c:109]2[cH:110][cH:111][cH:112][cH:113][cH:114]2)[c:115]2[cH:116][cH:117][cH:118][cH:119][cH:120]2)[cH:121][cH:122]1>>[CH3:1][CH:2]([CH2:3][CH2:4][NH:5][CH2:6][c:7]1[cH:8][cH:9][c:10](-[c:17]2[cH:18][c:19]3[c:20]([CH:29]4[CH2:30][CH2:31][N:32]([S:35](=[O:36])(=[O:37])[CH2:38][CH3:39])[CH2:33][CH2:34]4)[cH:21][nH:22][c:23]3[c:24]([C:26](=[O:27])[NH2:28])[cH:25]2)[s:11]1)[CH3:15]. The reactants are BrCc1ccccc1, CC=Cc1cc(C(O)(C(F)(F)F)C(F)(F)F)ccc1N1CCN(C(=O)OC(C)(C)C)CC1, [H-], [Na+], O. The product is CC=Cc1cc(C(OCc2ccccc2)(C(F)(F)F)C(F)(F)F)ccc1N1CCN(C(=O)OC(C)(C)C)CC1. RXN SMILES: [Br:35][CH2:36][c:37]1[cH:38][cH:39][cH:40][cH:41][cH:42]1.[F:1][C:2]([C:3]([C:4]([F:5])([F:6])[F:7])([OH:8])[c:9]1[cH:10][c:11]([CH:28]=[CH:29][CH3:30])[c:12]([N:15]2[CH2:16][CH2:17][N:18]([C:21](=[O:22])[O:23][C:24]([CH3:25])([CH3:26])[CH3:27])[CH2:19][CH2:20]2)[cH:13][cH:14]1)([F:31])[F:32].[H-:33].[Na+:34].[OH2:43]>>[F:1][C:2]([C:3]([C:4]([F:5])([F:6])[F:7])([O:8][CH2:36][c:37]1[cH:38][cH:39][cH:40][cH:41][cH:42]1)[c:9]1[cH:10][c:11]([CH:28]=[CH:29][CH3:30])[c:12]([N:15]2[CH2:16][CH2:17][N:18]([C:21](=[O:22])[O:23][C:24]([CH3:25])([CH3:26])[CH3:27])[CH2:19][CH2:20]2)[cH:13][cH:14]1)([F:31])[F:32]. Reactants: O=C(Cc1c(F)cccc1C(F)(F)F)C1CCN(Cc2ccccc2)CC1, ClCCCl, CC(Cl)OC(=O)Cl. The product is O=C(Cc1c(F)cccc1C(F)(F)F)C1CCNCC1. Reaction SMILES: [CH2:1]([c:2]1[cH:3][cH:4][cH:5][cH:6][cH:7]1)[N:8]1[CH2:9][CH2:10][CH:11]([C:14]([CH2:15][c:16]2[c:17]([F:26])[cH:18][cH:19][cH:20][c:21]2[C:22]([F:23])([F:24])[F:25])=[O:27])[CH2:12][CH2:13]1.[Cl:28][CH2:29][CH2:30][Cl:31].[Cl:32][C:33]([O:34][CH:35]([Cl:36])[CH3:37])=[O:38]>>[NH:8]1[CH2:9][CH2:10][CH:11]([C:14]([CH2:15][c:16]2[c:17]([F:26])[cH:18][cH:19][cH:20][c:21]2[C:22]([F:23])([F:24])[F:25])=[O:27])[CH2:12][CH2:13]1. The reactants are CC1(OB(OC1(C)C)C1=CC(=C(C=C1)SC)C(F)(F)F)C (4,4,5,5-Tetramethyl-2-[4-(methylthio)-3-(trifluoromethyl)phenyl]-1,3,2-dioxaborolane), C(C)S(=O)(=O)C1=CC=C(C=C1)C1=C(C=CC(=C1C)[N+](=O)[O-])OCC(=O)O ([[4′-(Ethylsulfonyl)-6-methyl-5-nitro[1,1′-biphenyl]-2-yl]oxy]acetic acid). Product: CSC1=CC(=C(C=C1)C1=C(C=CC(=C1)C(F)(F)F)OCC(=O)OC(C)(C)C)C(F)(F)F ([[4′-(Methylthio)-2′,5-bis(trifluoromethyl)[1,1′-biphenyl]-2-yl]oxy]acetic acid, 1,1-dimethylethyl ester). RXN SMILES: CC1(C)C(C)(C)OB(C2C=CC(SC)=C([C:17]([F:20])([F:19])[F:18])C=2)O1.[CH2:22]([S:24]([C:27]1[CH:32]=[CH:31][C:30]([C:33]2[C:38](C)=[C:37]([N+]([O-])=O)[CH:36]=[CH:35][C:34]=2[O:43][CH2:44][C:45]([OH:47])=[O:46])=[CH:29][CH:28]=1)(=O)=O)C>>[CH3:22][S:24][C:27]1[CH:28]=[CH:29][C:30]([C:33]2[CH:38]=[C:37]([C:17]([F:20])([F:19])[F:18])[CH:36]=[CH:35][C:34]=2[O:43][CH2:44][C:45]([O:47][C:30]([CH3:33])([CH3:31])[CH3:29])=[O:46])=[C:31]([C:17]([F:18])([F:19])[F:20])[CH:32]=1. Procedure details: The title compound was prepared by the method of example 1 step (ii) using the products from steps (ii) and (iii). Yield 0.564 g. Carried forward to step (v) without characterisation.